From a dataset of the Open Reaction Database (ORD), a public repository of structured organic reaction records. describe an organic reaction: reactants, conditions, products, and yield The reactants are Cl.Cl.NC1=NC(=NC=C1N)N1C[C@@H](CCC1)C(=O)N1CCCC1 ((R)-(1(4,5-Diaminopyrimidin-2-yl)piperidin-3-yl)(pyrrolidin-1-yl)methanone dihydrochloride), ClC1=CC(=C(C(=N1)N)[N+](=O)[O-])C (6-chloro-4-methyl-3-nitropyridin-2-amine), N1C[C@@H](CCC1)C(=O)N1CCCC1 ((R)-piperidin-3-yl(pyrrolidin-1-yl)methanone). Run at time 1 hour. Yields the product NC1=C(C(=CC(=N1)N1C[C@@H](CCC1)C(=O)N1CCCC1)C)[N+](=O)[O-] ((R)-(1-(6-Amino-4-methyl-5-nitropyridin-2-yl)piperidin-3-yl)(pyrrolidin-1-yl)methanone). As a reaction SMILES: Cl.Cl.NC1C(N)=CN=C([N:11]2[CH2:16][CH2:15][CH2:14][C@@H:13]([C:17]([N:19]3[CH2:23][CH2:22][CH2:21][CH2:20]3)=[O:18])[CH2:12]2)N=1.Cl[C:25]1[N:30]=[C:29]([NH2:31])[C:28]([N+:32]([O-:34])=[O:33])=[C:27]([CH3:35])[CH:26]=1.N1CCC[C@@H](C(N2CCCC2)=O)C1>>[NH2:31][C:29]1[N:30]=[C:25]([N:11]2[CH2:16][CH2:15][CH2:14][C@@H:13]([C:17]([N:19]3[CH2:20][CH2:21][CH2:22][CH2:23]3)=[O:18])[CH2:12]2)[CH:26]=[C:27]([CH3:35])[C:28]=1[N+:32]([O-:34])=[O:33] |f:0.1.2|. Procedure details: (R)-(1-(6-Amino-4-methyl-5-nitropyridin-2-yl)piperidin-3-yl)(pyrrolidin-1-yl)methanone was prepared using a method analogous to the one used for Intermediate 2, Step 1 but using 6-chloro-4-methyl-3-nitropyridin-2-amine and (R)-piperidin-3-yl(pyrrolidin-1-yl)methanone as starting materials. The reaction mixture was run at 70° C. for 1 h. MS (ES+APCI) (M+H) 333.9; LCMS retention time 4.322 min (Method Z).